From a dataset of the Open Reaction Database (ORD), a public repository of structured organic reaction records. describe an organic reaction: reactants, conditions, products, and yield Reactants: FC(C=1C=C(C=C(C1)C(F)(F)F)[C@H]([C@H](C)NCC1=C(C=CC(=C1)C(F)(F)F)C1=C(C=CC(=C1)C(C)C)OC)N)(F)F ((1R,2S)-1-[3,5-bis(trifluoromethyl)phenyl]-N2-{[5′-isopropyl-2′-methoxy-4-(trifluoromethyl)biphenyl-2-yl]methyl}propane-1,2-diamine), S(=O)(=O)(N)N (sulfamide). Solvent: N1=CC=CC=C1 (pyridine). Reaction conditions: temperature 120 celsius. The product is FC(C=1C=C(C=C(C1)C(F)(F)F)[C@@H]1[C@@H](N(S(N1)(=O)=O)CC1=C(C=CC(=C1)C(F)(F)F)C1=C(C=CC(=C1)C(C)C)OC)C)(F)F ((3S,4R)-4-[3,5-bis(trifluoromethyl)phenyl]-2-{[5′-isopropyl-2′-methoxy-4-(trifluoromethyl)biphenyl-2-yl]methyl}-3-methyl-1,2,5-thiadiazolidine 1,1-dioxide). As a reaction SMILES: [F:1][C:2]([F:41])([F:40])[C:3]1[CH:4]=[C:5]([C@@H:13]([NH2:39])[C@@H:14]([NH:16][CH2:17][C:18]2[CH:23]=[C:22]([C:24]([F:27])([F:26])[F:25])[CH:21]=[CH:20][C:19]=2[C:28]2[CH:33]=[C:32]([CH:34]([CH3:36])[CH3:35])[CH:31]=[CH:30][C:29]=2[O:37][CH3:38])[CH3:15])[CH:6]=[C:7]([C:9]([F:12])([F:11])[F:10])[CH:8]=1.[S:42](N)(N)(=[O:44])=[O:43]>N1C=CC=CC=1>[F:1][C:2]([F:40])([F:41])[C:3]1[CH:4]=[C:5]([C@H:13]2[NH:39][S:42](=[O:44])(=[O:43])[N:16]([CH2:17][C:18]3[CH:23]=[C:22]([C:24]([F:25])([F:26])[F:27])[CH:21]=[CH:20][C:19]=3[C:28]3[CH:33]=[C:32]([CH:34]([CH3:35])[CH3:36])[CH:31]=[CH:30][C:29]=3[O:37][CH3:38])[C@H:14]2[CH3:15])[CH:6]=[C:7]([C:9]([F:11])([F:10])[F:12])[CH:8]=1. Reported procedure: A glass reaction tube was charged with (1R,2S)-1-[3,5-bis(trifluoromethyl)phenyl]-N2-{[5′-isopropyl-2′-methoxy-4-(trifluoromethyl)biphenyl-2-yl]methyl}propane-1,2-diamine (15.9 mg, 0.0269 mmol), sulfamide (4 mg, 0.0403 mmol), and pyridine (600 μL). The tube was flushed with N2, sealed, and heated at 120° C. for 2 h. The reaction was then cooled to room temperature, diluted with EtOAc (40 mL) and washed with H2O, 1N HCl, and brine (10 mL each). The organic layer was dried over Na2SO4, filtered, a... Starting materials: CCCC1CC(NC=O)c2cc(Br)ccc2N1C(C)=O, CCO, Cl, [Na+], O=C([O-])O. Yields the product CCCC1CC(N)c2cc(Br)ccc2N1C(C)=O. RXN SMILES: [C:1]([CH3:2])(=[O:3])[N:4]1[CH:5]([CH2:18][CH2:19][CH3:20])[CH2:6][CH:7]([NH:15][CH:16]=[O:17])[c:8]2[cH:9][c:10]([Br:14])[cH:11][cH:12][c:13]21.[CH3:27][CH2:28][OH:29].[ClH:21].[Na+:26].[O-:22][C:23]([OH:24])=[O:25]>>[C:1]([CH3:2])(=[O:3])[N:4]1[CH:5]([CH2:18][CH2:19][CH3:20])[CH2:6][CH:7]([NH2:15])[c:8]2[cH:9][c:10]([Br:14])[cH:11][cH:12][c:13]21. Starting materials: SCCOCc1ccccc1, [K+], N#Cc1ccccc1[N+](=O)[O-], CN(C)C=O, [OH-], O. The product is N#Cc1ccccc1SCCOCc1ccccc1. As a reaction SMILES: [CH2:12]([c:13]1[cH:14][cH:15][cH:16][cH:17][cH:18]1)[O:19][CH2:20][CH2:21][SH:22].[K+:24].[N+:1]([O-:2])(=[O:3])[c:4]1[c:5]([C:6]#[N:7])[cH:8][cH:9][cH:10][cH:11]1.[O:25]=[CH:26][N:27]([CH3:28])[CH3:29].[OH-:23].[OH2:30]>>[c:4]1([S:22][CH2:21][CH2:20][O:19][CH2:12][c:13]2[cH:14][cH:15][cH:16][cH:17][cH:18]2)[c:5]([C:6]#[N:7])[cH:8][cH:9][cH:10][cH:11]1. Reactants: O=C(CCCC1CCN(Cc2ccccc2)CC1)c1ccc(F)cc1, C1CCNC1, C1COCCO1. The product is O=C(CCCC1CCN(Cc2ccccc2)CC1)c1ccc(N2CCCC2)cc1. Reaction SMILES: [CH2:1]([c:2]1[cH:3][cH:4][cH:5][cH:6][cH:7]1)[N:8]1[CH2:9][CH2:10][CH:11]([CH2:14][CH2:15][CH2:16][C:17]([c:18]2[cH:19][cH:20][c:21]([F:24])[cH:22][cH:23]2)=[O:25])[CH2:12][CH2:13]1.[CH2:26]1[CH2:27][CH2:28][NH:29][CH2:30]1.[O:31]1[CH2:32][CH2:33][O:34][CH2:35][CH2:36]1>>[CH2:1]([c:2]1[cH:3][cH:4][cH:5][cH:6][cH:7]1)[N:8]1[CH2:9][CH2:10][CH:11]([CH2:14][CH2:15][CH2:16][C:17]([c:18]2[cH:19][cH:20][c:21]([N:29]3[CH2:28][CH2:27][CH2:26][CH2:30]3)[cH:22][cH:23]2)=[O:25])[CH2:12][CH2:13]1. Reactants: BrC=1C=C2C=CC(=NC2=CC1)OC (6-bromo-2-methoxyquinoline), [C-]#N.[K+] (potassium cyanide), [OH-].[K+] (potassium hydroxide). The reagents and catalysts are C(C)(=O)[O-].[Pd+2].C(C)(=O)[O-] (palladium (II) acetate). Solvent: CN(C)C=O (DMF). Product: C(#N)C=1C=C2C=CC(=NC2=CC1)OC (6-Cyano-2-methoxyquinoline). Reaction SMILES: Br[C:2]1[CH:3]=[C:4]2[C:9](=[CH:10][CH:11]=1)[N:8]=[C:7]([O:12][CH3:13])[CH:6]=[CH:5]2.[C-:14]#[N:15].[K+].[OH-].[K+]>CN(C=O)C.C([O-])(=O)C.[Pd+2].C([O-])(=O)C>[C:14]([C:2]1[CH:3]=[C:4]2[C:9](=[CH:10][CH:11]=1)[N:8]=[C:7]([O:12][CH3:13])[CH:6]=[CH:5]2)#[N:15] |f:1.2,3.4,6.7.8|. Reported procedure: A mixture of 6-bromo-2-methoxyquinoline (0.476 g), potassium cyanide (0.26 g), potassium hydroxide (0.05 mg) and palladium (II) acetate (0.067 g) in DMF (2.0 cm3) were heated at 135° for 3 hours. The cooled solution was then partitioned between water (20 cm3) and chloroform (50 cm3) and the aqueous phase was further extracted with chloroform (2×25 cm3). The combined and dried (MgSO4) extracts were evaporated in vacuo and the residue was chromatographed on silica (Merck "MK 60.9385") eluting with...